Dataset: the Open Reaction Database (ORD), a public repository of structured organic reaction records. Task: describe an organic reaction: reactants, conditions, products, and yield Starting materials: FC1=C2C(C(=CNC2=CC(=C1OC)OC)C(=O)OCC)=O (ethyl 5-fluoro-6,7-dimethoxy-4-oxo-1,4-dihydroquinoline-3-carboxylate), FC1=C(C(=C2C(C(=CNC2=C1)C(=O)OCC)=O)OC)OC (ethyl 7-fluoro-5,6-dimethoxy-4-oxo-1,4-dihydroquinoline-3-carboxylate), C([O-])([O-])=O.[K+].[K+] (potassium carbonate), P(=O)(OCC)(OCC)OCC (triethyl phosphate). The solvent is O (water). Conditions: temperature 120 celsius, time 8 hour. Product: C(C)N1C=C(C(C2=C(C(=C(C=C12)OC)OC)F)=O)C(=O)OCC (ethyl 1-ethyl-5-fluoro-6,7-dimethoxy-4-oxo-1,4-dihydroquinoline-3-carboxylate). Yield: 57.6%. RXN SMILES: [F:1][C:2]1[C:11]([O:12][CH3:13])=[C:10]([O:14][CH3:15])[CH:9]=[C:8]2[C:3]=1[C:4](=[O:21])[C:5]([C:16]([O:18][CH2:19][CH3:20])=[O:17])=[CH:6][NH:7]2.F[C:23]1C=C2C(C(=O)C(C(OCC)=O)=CN2)=C(OC)[C:24]=1OC.C(=O)([O-])[O-].[K+].[K+].P(OCC)(OCC)(OCC)=O>O>[CH2:23]([N:7]1[C:8]2[C:3](=[C:2]([F:1])[C:11]([O:12][CH3:13])=[C:10]([O:14][CH3:15])[CH:9]=2)[C:4](=[O:21])[C:5]([C:16]([O:18][CH2:19][CH3:20])=[O:17])=[CH:6]1)[CH3:24] |f:2.3.4|. Procedure details: A mixture of ethyl 5-fluoro-6,7-dimethoxy-4-oxo-1,4-dihydroquinoline-3-carboxylate and ethyl 7-fluoro-5,6-dimethoxy-4-oxo-1,4-dihydroquinoline-3-carboxylate (103 g, 349 mmol), and potassium carbonate (72.3 g, 523 mmol) in triethyl phosphate (297 ml, 1744 mmol) was stirred at 120° C. for 8 h. LCMS indicated completion of the reaction. The reaction mixture was cooled down to rt and diluted with water, extracted with DCM, dried over sodium sulfate and concentrated in vacuo. The crude material was r...